Dataset: the Open Reaction Database (ORD), a public repository of structured organic reaction records. Task: describe an organic reaction: reactants, conditions, products, and yield Reactants: FC1=C(C=C(C=C1)OC)[N+](=O)[O-] (2-Fluoro-5-methoxy-nitrobenzene), NC=1SC(=CC1C(=O)OC)CC (methyl 2-amino-5-ethyl-thiophene-3-carboxylate). Solvent: CCO (EtOH). The product is C(C)C1=CC(=C(S1)NC1=C(C=C(C=C1)OC)[N+](=O)[O-])C(=O)OC (Methyl 5-ethyl-2-(4-methoxy-2-nitroanilino)-thiophene-3-carboxylate). Reaction SMILES: F[C:2]1[CH:7]=[CH:6][C:5]([O:8][CH3:9])=[CH:4][C:3]=1[N+:10]([O-:12])=[O:11].[NH2:13][C:14]1[S:15][C:16]([CH2:23][CH3:24])=[CH:17][C:18]=1[C:19]([O:21][CH3:22])=[O:20]>CCO>[CH2:23]([C:16]1[S:15][C:14]([NH:13][C:2]2[CH:7]=[CH:6][C:5]([O:8][CH3:9])=[CH:4][C:3]=2[N+:10]([O-:12])=[O:11])=[C:18]([C:19]([O:21][CH3:22])=[O:20])[CH:17]=1)[CH3:24]. Procedure details: 2-Fluoro-5-methoxy-nitrobenzene and methyl 2-amino-5-ethyl-thiophene-3-carboxylate, m.p. 125°-127° C. (EtOH). The reactants are C(C1=CC=CC=C1)OC1=CN(C=C(C1=O)C1CC1)C1=CC=C(C=C1)CCCC (3-(benzyloxy)-1-(4-butylphenyl)-5-cyclopropylpyridin-4(1H)-one), CC(=O)O (AcOH). The reagents and catalysts are [Pd] (Pd/C). The solvent is CO (MeOH). Product: C(CCC)C1=CC=C(C=C1)N1C=C(C(C(=C1)O)=O)C1CC1 (1-(4-butylphenyl)-3-cyclopropyl-5-hydroxypyridin-4(1H)-one). Reaction SMILES: C([O:8][C:9]1[C:14](=[O:15])[C:13]([CH:16]2[CH2:18][CH2:17]2)=[CH:12][N:11]([C:19]2[CH:24]=[CH:23][C:22]([CH2:25][CH2:26][CH2:27][CH3:28])=[CH:21][CH:20]=2)[CH:10]=1)C1C=CC=CC=1.CC(O)=O>[Pd].CO>[CH2:25]([C:22]1[CH:21]=[CH:20][C:19]([N:11]2[CH:10]=[C:9]([OH:8])[C:14](=[O:15])[C:13]([CH:16]3[CH2:18][CH2:17]3)=[CH:12]2)=[CH:24][CH:23]=1)[CH2:26][CH2:27][CH3:28]. Procedure: A suspension of 3-(benzyloxy)-1-(4-butylphenyl)-5-cyclopropylpyridin-4(1H)-one (27 mg, 0.07 mmol) and 10% Pd/C (1 mg, 0.001 mmol) in a 1:50 mixture of AcOH:MeOH was stirred under H2 (1 atm) for 18 h. The reaction mixture was filtered (0.5μ), concentrated under reduced pressure and purified by reversed phase HPLC (2 cm×5 cm C18, acetonitrile-water gradient, 0.05% TFA added) to provide 1-(4-butylphenyl)-3-cyclopropyl-5-hydroxypyridin-4(1H)-one. 1H NMR (499 MHz, DMSO): δ 7.73 (s, 1 H); 7.55 (d, J=2... Solvent: O (water). Procedure details: A stirred mixture of 5-(4-aminophenyl)-2(1H)pyrazinone hydrochloride (1.5 g, from hydrolysis of the corresponding acetamido derivative with hydrochloric acid), 4H-pyran-4-one (0.71 g) and water (15 ml) was heated under reflux for 21/2 hours under a nitrogen atmosphere. The resultant solution was neutralised to give a solid, 1.79 g, m.p. 345° C. (dec). Recrystallisation from aqueous ethanol gave the title compound, 0.93 g, m.p. 354°-357° C. (dec). Reaction SMILES: Cl.[NH2:2][C:3]1[CH:8]=[CH:7][C:6]([C:9]2[N:10]=[CH:11][C:12](=[O:15])[NH:13][CH:14]=2)=[CH:5][CH:4]=1.Cl.O1[CH:22]=[CH:21][C:20](=[O:23])[CH:19]=[CH:18]1>O>[O:23]=[C:20]1[CH:21]=[CH:22][N:2]([C:3]2[CH:4]=[CH:5][C:6]([C:9]3[N:10]=[CH:11][C:12](=[O:15])[NH:13][CH:14]=3)=[CH:7][CH:8]=2)[CH:18]=[CH:19]1 |f:0.1|. Yields the product O=C1C=CN(C=C1)C1=CC=C(C=C1)C=1N=CC(NC1)=O (5-[4-(4-Oxo-1,4-dihydropyridin-1-yl)phenyl]-2(1H)-pyrazinone). Starting materials: Cl.NC1=CC=C(C=C1)C=1N=CC(NC1)=O (5-(4-aminophenyl)-2(1H)pyrazinone hydrochloride), resultant solution, acetamido, Cl (hydrochloric acid), O1C=CC(C=C1)=O (4H-pyran-4-one). Starting materials: Cl, [Na+], O, NC1C(O)OC(CO)C(O)C1O, O=S(=O)([O-])O. Product: NC1C(OS(=O)(=O)O)OC(CO)C(O)C1O. RXN SMILES: [ClH:1].[Na+:19].[OH2:20].[OH:2][CH:3]1[CH:4]([NH2:5])[CH:6]([OH:7])[CH:8]([OH:9])[CH:10]([CH2:12][OH:13])[O:11]1.[S:14](=[O:15])(=[O:16])([OH:17])[O-:18]>>[O:2]([CH:3]1[CH:4]([NH2:5])[CH:6]([OH:7])[CH:8]([OH:9])[CH:10]([CH2:12][OH:13])[O:11]1)[S:14](=[O:15])(=[O:16])[OH:17]. Starting materials: CS(C)=O, CN1CCNCC1, Cc1ccccc1, Cl, Cn1nc2c(n1)C(N)=Nc1cc(F)ccc1N2. Yields the product CN1CCN(C2=Nc3cc(F)ccc3Nc3nn(C)nc32)CC1. RXN SMILES: [CH3:19][S:20](=[O:21])[CH3:22].[CH3:23][N:24]1[CH2:25][CH2:26][NH:27][CH2:28][CH2:29]1.[CH3:30][c:31]1[cH:32][cH:33][cH:34][cH:35][cH:36]1.[ClH:1].[NH2:2][C:3]1=[N:9][c:8]2[c:7]([cH:13][cH:12][c:11]([F:14])[cH:10]2)[NH:6][c:5]2[c:4]1[n:17][n:16]([CH3:18])[n:15]2>>[N:2]1([C:3]2=[N:9][c:8]3[c:7]([cH:13][cH:12][c:11]([F:14])[cH:10]3)[NH:6][c:5]3[c:4]2[n:17][n:16]([CH3:18])[n:15]3)[CH2:26][CH2:25][N:24]([CH3:23])[CH2:29][CH2:28]1. Reactants: CS(=O)(=O)C=1C=CC(=C(C1)C1=CC=CC=C1)CO ((5-(methylsulfonyl)-[1,1′-biphenyl]-2-yl)methanol), CC(=O)OI1(C=2C=CC=CC2C(=O)O1)(OC(=O)C)OC(=O)C (Dess-Martin periodinane). Solvent: C(Cl)Cl (CH2Cl2). Conditions: time 2 hour. Yields the product CS(=O)(=O)C1=CC=C(C(=C1)C1=CC=CC=C1)C=O (5-(methylsulfonyl)-[1,1′-biphenyl]-2-carbaldehyde). RXN SMILES: [CH3:1][S:2]([C:5]1[CH:6]=[CH:7][C:8]([CH2:17][OH:18])=[C:9]([C:11]2[CH:16]=[CH:15][CH:14]=[CH:13][CH:12]=2)[CH:10]=1)(=[O:4])=[O:3].CC(OI1(OC(C)=O)(OC(C)=O)OC(=O)C2C=CC=CC1=2)=O>C(Cl)Cl>[CH3:1][S:2]([C:5]1[CH:10]=[C:9]([C:11]2[CH:16]=[CH:15][CH:14]=[CH:13][CH:12]=2)[C:8]([CH:17]=[O:18])=[CH:7][CH:6]=1)(=[O:3])=[O:4]. Procedure details: To a solution of (5-(methylsulfonyl)-[1,1′-biphenyl]-2-yl)methanol (1 g, 3.8 mmol) in CH2Cl2 (50 mL) was added Dess-Martin periodinane (2.4 g, 5.71 mmol). The reaction was stirred for 2 h at RT, then concentrated in vacuo and purified directly on normal phase silica gel to provide 5-(methylsulfonyl)-[1,1′-biphenyl]-2-carbaldehyde as a white solid. Reactants: C(C)OC(=O)[C@H](CCC1CCCCC1)N[C@H]1COC2=C(N(C1=O)CC(=O)OC(C)(C)C)C=CC=C2 (tert-butyl 3(S)-[1(S)-ethoxycarbonyl-3-cyclohexylpropyl]amino-4-oxo-2,3,4,5-tetrahydro-1,5-benzoxazepine-5-acetate), CCOCC (ether). Conditions: time 4 hour. Solvent: C(C)(=O)OCC.Cl (hydrogen chloride-ethyl acetate). Procedure: In 10 ml of 5N hydrogen chloride-ethyl acetate solution is dissolved 0.5 g of tert-butyl 3(S)-[1(S)-ethoxycarbonyl-3-cyclohexylpropyl]amino-4-oxo-2,3,4,5-tetrahydro-1,5-benzoxazepine-5-acetate obtained in Example 49, and the solution is allowed to stand at room temperature for 4 hours. To the solution is added 200 ml of petroluem ether and the resulting mixture is shaken thoroughly. After the supernatant is removed by decantation, the residue is diluted with 50 ml of water and extracted three ti... Reaction SMILES: [CH2:1]([O:3][C:4]([C@@H:6]([NH:15][C@@H:16]1[C:22](=[O:23])[N:21]([CH2:24][C:25]([O:27]C(C)(C)C)=[O:26])[C:20]2[CH:32]=[CH:33][CH:34]=[CH:35][C:19]=2[O:18][CH2:17]1)[CH2:7][CH2:8][CH:9]1[CH2:14][CH2:13][CH2:12][CH2:11][CH2:10]1)=[O:5])[CH3:2].CCOCC>C(OCC)(=O)C.Cl>[CH2:1]([O:3][C:4]([C@@H:6]([NH:15][C@@H:16]1[C:22](=[O:23])[N:21]([CH2:24][C:25]([OH:27])=[O:26])[C:20]2[CH:32]=[CH:33][CH:34]=[CH:35][C:19]=2[O:18][CH2:17]1)[CH2:7][CH2:8][CH:9]1[CH2:14][CH2:13][CH2:12][CH2:11][CH2:10]1)=[O:5])[CH3:2] |f:2.3|. Yield: 83.6%. Yields the product C(C)OC(=O)[C@H](CCC1CCCCC1)N[C@H]1COC2=C(N(C1=O)CC(=O)O)C=CC=C2 (3(S)-[1(S)-ethoxycarbonyl-3-cyclohexylpropyl]amino-4-oxo-2,3,4,5-tetrahydro-1,5-benzoxazepine-5-acetic acid). The reactants are O=C([O-])[O-], CCI, CC1=C(c2ccccc2)C(=O)N(C(C)(C)C(=O)O)CO1, CN(C)C=O, [K+], [K+], O. Product: CCOC(=O)C(C)(C)N1COC(C)=C(c2ccccc2)C1=O. Reaction SMILES: [C:21](=[O:22])([O-:23])[O-:24].[CH2:27]([CH3:28])[I:29].[CH3:1][C:2]([C:3](=[O:4])[OH:5])([CH3:6])[N:7]1[CH2:8][O:9][C:10]([CH3:20])=[C:11]([c:14]2[cH:15][cH:16][cH:17][cH:18][cH:19]2)[C:12]1=[O:13].[CH3:31][N:32]([CH3:33])[CH:34]=[O:35].[K+:25].[K+:26].[OH2:30]>>[CH3:1][C:2]([C:3](=[O:4])[O:5][CH2:27][CH3:28])([CH3:6])[N:7]1[CH2:8][O:9][C:10]([CH3:20])=[C:11]([c:14]2[cH:15][cH:16][cH:17][cH:18][cH:19]2)[C:12]1=[O:13]. Reactants: B, CSC, CO, CN1C(=O)CCN1C(=O)OC(C)(C)C, ClCCl. Yields the product CN1CCCN1C(=O)OC(C)(C)C. As a reaction SMILES: [BH3:18].[CH3:15][S:16][CH3:17].[CH3:19][OH:20].[CH3:1][N:2]1[N:3]([C:8](=[O:9])[O:10][C:11]([CH3:12])([CH3:13])[CH3:14])[CH2:4][CH2:5][C:6]1=[O:7].[Cl:21][CH2:22][Cl:23]>>[CH3:1][N:2]1[N:3]([C:8](=[O:9])[O:10][C:11]([CH3:12])([CH3:13])[CH3:14])[CH2:4][CH2:5][CH2:6]1. The reactants are N([C@@H](CCCNC(NS(=O)(=O)C1=CC=C(C)C=C1)=N)C(=O)N(C)OC)C(=O)OC(C)(C)C (Boc-Arg(Tos)N(Me)OMe), [Li]C=1SC=CN1 (lithiothiazole), C1CCOC1 (THF), Cl (HCl), S1C=NC=C1 (thiazole), C1CCOC1 (THF). Solvent: CCCCCC (hexane). Reaction conditions: time 30 minute. The product is N([C@@H](CCCNC(NS(=O)(=O)C1=CC=C(C)C=C1)=N)C(=O)O)C(=O)OC(C)(C)C.S1C=NC=C1 (Boc-Arg(Tos) thiazole). Isolated yield 84.0%. Reaction SMILES: [S:1]1[CH:5]=[CH:4][N:3]=[CH:2]1.[NH:6]([C:31]([O:33][C:34]([CH3:37])([CH3:36])[CH3:35])=[O:32])[C@H:7]([C:25](N(OC)C)=[O:26])[CH2:8][CH2:9][CH2:10][NH:11][C:12](=[NH:24])[NH:13][S:14]([C:17]1[CH:23]=[CH:22][C:20]([CH3:21])=[CH:19][CH:18]=1)(=[O:16])=[O:15].[Li]C1SC=CN=1.Cl.C1C[O:48]CC1>CCCCCC>[NH:6]([C:31]([O:33][C:34]([CH3:37])([CH3:35])[CH3:36])=[O:32])[C@H:7]([C:25]([OH:48])=[O:26])[CH2:8][CH2:9][CH2:10][NH:11][C:12](=[NH:24])[NH:13][S:14]([C:17]1[CH:23]=[CH:22][C:20]([CH3:21])=[CH:19][CH:18]=1)(=[O:15])=[O:16].[S:1]1[CH:5]=[CH:4][N:3]=[CH:2]1 |f:6.7|. Procedure details: To a solution of thiazole (2.5 g, 29 mmol) in THF (25 mL) at −78° C. was added n-Budi (1.6 M in hexane, 19 mL) dropwise. The mixture was stirred for 30 minutes. Then a solution of Boc-Arg(Tos)N(Me)OMe, from Example 1, (1.7 g, 3.6 mmol) in THF (50 mL) was added to the lithiothiazole mixture at −78° C. The solution was stirred for 2 hours. 1 M HCl (30 mL) was added to the reaction mixture and warmed to room temperature. The mixture was extracted with EtOAc (100 mL). The organic layer was washed wi...